This data is from the Open Reaction Database (ORD), a public repository of structured organic reaction records. The task is: describe an organic reaction: reactants, conditions, products, and yield Reactants: C1(CC1)C=1NC(=CN1)I (2-cyclopropyl-5-iodo-1H-imidazole), IC (iodomethane). Yields the product C1(CC1)C=1N(C=C(N1)I)C (2-Cyclopropyl-4-iodo-1-methyl-1H-imidazole). RXN SMILES: [CH:1]1([C:4]2[NH:5][C:6]([I:9])=[CH:7][N:8]=2)[CH2:3][CH2:2]1.I[CH3:11]>>[CH:1]1([C:4]2[N:8]([CH3:11])[CH:7]=[C:6]([I:9])[N:5]=2)[CH2:3][CH2:2]1. Reported procedure: The title compound, MS: m/e=249.1 (M+H+), was prepared in accordance with the general method of example 1 from 2-cyclopropyl-5-iodo-1H-imidazole (example C) and iodomethane. The reactants are C(C)(=O)OC(C)=O (acetic anhydride), C(=O)(O)C=1C(=NC=CC1)C(=O)C1=C(N(C2=CC=CC=C12)CC)C ((1-ethyl-2-methylindol-3-yl) (3-carboxypyridin-2-yl) ketone), C(CCCC)OC1=CC(=CC=C1)N(C)C (1-n-pentyloxy-3-dimethylaminobenzene), crystals, resultant mixture, ice water, resultant mixture, C1(=CC=CC=C1)C (toluene). The solvent is CO (methanol). Yields the product CN(C1=CC(=C(C=C1)C1(OC(=O)C2=CC=CN=C12)C1=C(N(C2=CC=CC=C12)CC)C)OCCCCC)C (3-(4-dimethylamino-2-n-pentyloxyphenyl)-3-(1-ethyl-2-methylindol-3-yl)-4-azaphthalide). Yield: 80.1%. As a reaction SMILES: C(OC(=O)C)(=O)C.[C:8]([C:11]1[C:12]([C:17]([C:19]2[C:27]3[C:22](=[CH:23][CH:24]=[CH:25][CH:26]=3)[N:21]([CH2:28][CH3:29])[C:20]=2[CH3:30])=[O:18])=[N:13][CH:14]=[CH:15][CH:16]=1)(O)=[O:9].[CH2:31]([O:36][C:37]1[CH:42]=[CH:41][CH:40]=[C:39]([N:43]([CH3:45])[CH3:44])[CH:38]=1)[CH2:32][CH2:33][CH2:34][CH3:35].C1(C)C=CC=CC=1>CO>[CH3:44][N:43]([CH3:45])[C:39]1[CH:40]=[CH:41][C:42]([C:17]2([C:19]3[C:27]4[C:22](=[CH:23][CH:24]=[CH:25][CH:26]=4)[N:21]([CH2:28][CH3:29])[C:20]=3[CH3:30])[C:12]3[C:11](=[CH:16][CH:15]=[CH:14][N:13]=3)[C:8](=[O:9])[O:18]2)=[C:37]([O:36][CH2:31][CH2:32][CH2:33][CH2:34][CH3:35])[CH:38]=1. Procedure: Into 75 ml of acetic anhydride, 9.2 g of (1-ethyl-2-methylindol-3-yl) (3-carboxypyridin-2-yl) ketone and 7050 g of 1-n-pentyloxy-3-dimethylaminobenzene were added, and the resultant mixture was stirred for 4 hours at 60° to 65° C. After cooling the reaction mixture to room temperature, the cooled reaction mixture was poured into 500 ml of ice water and the resultant mixture was treated with toluene and methanol by the same manner as in Synthetic Example 1. As a result, 11.9 g of the objective co... Starting materials: COc1cc(Nc2c(C#N)cnc3cc(Br)ccc23)c(Cl)cc1Cl, C1COCCO1, [Cl-], O=S(=O)(Oc1ccc(CN2CCOCC2)nc1)C(F)(F)F, [Li+], c1ccc(P(c2ccccc2)(c2ccccc2)[Pd](P(c2ccccc2)(c2ccccc2)c2ccccc2)(P(c2ccccc2)(c2ccccc2)c2ccccc2)P(c2ccccc2)(c2ccccc2)c2ccccc2)cc1. Product: COc1cc(Nc2c(C#N)cnc3cc(-c4ccc(CN5CCOCC5)nc4)ccc23)c(Cl)cc1Cl. As a reaction SMILES: [Br:22][c:23]1[cH:24][cH:25][c:26]2[c:27]([NH:35][c:36]3[c:37]([Cl:45])[cH:38][c:39]([Cl:44])[c:40]([O:42][CH3:43])[cH:41]3)[c:28]([C:33]#[N:34])[cH:29][n:30][c:31]2[cH:32]1.[CH2:48]1[O:49][CH2:50][CH2:51][O:52][CH2:53]1.[Cl-:47].[F:1][C:2]([F:3])([F:4])[S:5]([O:6][c:7]1[cH:8][n:9][c:10]([CH2:13][N:14]2[CH2:15][CH2:16][O:17][CH2:18][CH2:19]2)[cH:11][cH:12]1)(=[O:20])=[O:21].[Li+:46].[cH:54]1[cH:55][cH:56][c:57]([P:58]([Pd:59]([P:60]([c:61]2[cH:62][cH:63][cH:64][cH:65][cH:66]2)([c:67]2[cH:68][cH:69][cH:70][cH:71][cH:72]2)[c:73]2[cH:74][cH:75][cH:76][cH:77][cH:78]2)([P:79]([c:80]2[cH:81][cH:82][cH:83][cH:84][cH:85]2)([c:86]2[cH:87][cH:88][cH:89][cH:90][cH:91]2)[c:92]2[cH:93][cH:94][cH:95][cH:96][cH:97]2)[P:98]([c:99]2[cH:100][cH:101][cH:102][cH:103][cH:104]2)([c:105]2[cH:106][cH:107][cH:108][cH:109][cH:110]2)[c:111]2[cH:112][cH:113][cH:114][cH:115][cH:116]2)([c:117]2[cH:118][cH:119][cH:120][cH:121][cH:122]2)[c:123]2[cH:124][cH:125][cH:126][cH:127][cH:128]2)[cH:129][cH:130]1>>[c:7]1(-[c:23]2[cH:24][cH:25][c:26]3[c:27]([NH:35][c:36]4[c:37]([Cl:45])[cH:38][c:39]([Cl:44])[c:40]([O:42][CH3:43])[cH:41]4)[c:28]([C:33]#[N:34])[cH:29][n:30][c:31]3[cH:32]2)[cH:8][n:9][c:10]([CH2:13][N:14]2[CH2:15][CH2:16][O:17][CH2:18][CH2:19]2)[cH:11][cH:12]1. Reactants: COC1=CC=C(C(C(=O)O)=C1)O (5-methoxysalicylic acid), Cl (hydrochloric acid), C([O-])([O-])=O.[K+].[K+] (Potassium carbonate). The solvent is CO (methanol). Yields the product OC1=C(C(=O)OC)C=C(C=C1)OC (2-Hydroxy-5-methoxybenzoic acid, methyl ester). RXN SMILES: [CH3:1][O:2][C:3]1[CH:11]=[C:7]([C:8]([OH:10])=[O:9])[C:6]([OH:12])=[CH:5][CH:4]=1.Cl.[C:14](=O)([O-])[O-].[K+].[K+]>CO>[OH:12][C:6]1[CH:5]=[CH:4][C:3]([O:2][CH3:1])=[CH:11][C:7]=1[C:8]([O:10][CH3:14])=[O:9] |f:2.3.4|. Reported procedure: A mixture of 73 g of 5-methoxysalicylic acid, and 95 ml of concentrated hydrochloric acid in 700 ml of methanol was heated under reflux for 48 hours. Potassium carbonate (10 g) was added, and the mixture concentrated to an oily residue which was dissolved in 250 ml of ethyl acetate. This solution was washed with two 100 ml portions of 10% sodium bicarbonate solution, then dried over anhydrous sodium sulfate. Evaporation of solvent afforded the title compound as an amber oil.